From a dataset of the Open Reaction Database (ORD), a public repository of structured organic reaction records. describe an organic reaction: reactants, conditions, products, and yield Product: O=[N+]([O-])c1cc(Br)ccc1NCC1(O)CCCC1. As a reaction SMILES: [Br:1][c:2]1[c:3]([N+:9](=[O:10])[O-:11])[cH:4][c:5]([Br:8])[cH:6][cH:7]1.[CH3:30][N:31]1[CH2:32][CH2:33][CH2:34][C:35]1=[O:36].[CH:21]([N:22]([CH2:23][CH3:24])[CH:25]([CH3:26])[CH3:27])([CH3:28])[CH3:29].[ClH:12].[NH2:13][CH2:14][C:15]1([OH:20])[CH2:16][CH2:17][CH2:18][CH2:19]1>>[c:2]1([NH:13][CH2:14][C:15]2([OH:20])[CH2:16][CH2:17][CH2:18][CH2:19]2)[c:3]([N+:9](=[O:10])[O-:11])[cH:4][c:5]([Br:8])[cH:6][cH:7]1. Reactants: O=[N+]([O-])c1cc(Br)ccc1Br, CN1CCCC1=O, CCN(C(C)C)C(C)C, Cl, NCC1(O)CCCC1.